This data is from the Open Reaction Database (ORD), a public repository of structured organic reaction records. The task is: describe an organic reaction: reactants, conditions, products, and yield Starting materials: ClC=1C=C2C(=CNC2=CC1)CN1N=C2NC(N(C(C2=C1C=1N(C=CN1)C)=O)C)=O (2-[(5-chloro-1H-indol-3-yl)methyl]-5-methyl-3-(1-methyl-1H-imidazol-2-yl)-2H-pyrazolo[3,4-d]pyrimidine-4,6(5H,7H)-dione), BrCC=1C(=NOC1C)C (4-(bromomethyl)-3,5-dimethylisoxazole), C([O-])([O-])=O.[K+].[K+] (potassium carbonate). Solvent: CN(C)C=O (DMF). Product: ClC=1C=C2C(=CNC2=CC1)CN1N=C2N(C(N(C(C2=C1C=1N(C=CN1)C)=O)C)=O)CC=1C(=NOC1C)C (2-[(5-chloro-1H-indol-3-yl)methyl]-7-[(3,5-dimethylisoxazol-4-yl)methyl]-5-methyl-3-(1-methyl-1H-imidazol-2-yl)-2H-pyrazolo[3,4-d]pyrimidine-4,6(5H,7H)-dione). As a reaction SMILES: [Cl:1][C:2]1[CH:3]=[C:4]2[C:8](=[CH:9][CH:10]=1)[NH:7][CH:6]=[C:5]2[CH2:11][N:12]1[C:20]([C:21]2[N:22]([CH3:26])[CH:23]=[CH:24][N:25]=2)=[C:19]2[C:14]([NH:15][C:16](=[O:29])[N:17]([CH3:28])[C:18]2=[O:27])=[N:13]1.Br[CH2:31][C:32]1[C:33]([CH3:38])=[N:34][O:35][C:36]=1[CH3:37].C(=O)([O-])[O-].[K+].[K+]>CN(C=O)C>[Cl:1][C:2]1[CH:3]=[C:4]2[C:8](=[CH:9][CH:10]=1)[NH:7][CH:6]=[C:5]2[CH2:11][N:12]1[C:20]([C:21]2[N:22]([CH3:26])[CH:23]=[CH:24][N:25]=2)=[C:19]2[C:14]([N:15]([CH2:31][C:32]3[C:33]([CH3:38])=[N:34][O:35][C:36]=3[CH3:37])[C:16](=[O:29])[N:17]([CH3:28])[C:18]2=[O:27])=[N:13]1 |f:2.3.4|. Procedure: This compound was synthesized by the reaction of 2-[(5-chloro-1H-indol-3-yl)methyl]-5-methyl-3-(1-methyl-1H-imidazol-2-yl)-2H-pyrazolo[3,4-d]pyrimidine-4,6(5H,7H)-dione and 4-(bromomethyl)-3,5-dimethylisoxazole using potassium carbonate as a base in DMF at 80° C. Mass: 519.01 (M+H). Starting materials: O=C(NC1=C(F)C(F)=C(C(F)=C1F)C(F)(F)F)C(C)(C)CCC=2C=CC=C(Cl)C2. Reagents/catalysts: O=C(O)C, [K].O=C(O)O, [B-](F)(F)(F)F.CC[N+](CC)(CC)CC, O1B(OC(C)(C)C1(C)C)B2OC(C)(C)C(O2)(C)C, N=1C(OC)=CC(OC)=C2C=CC=CC12, [Pd].O=C(O)C. Run in N#CC. Reaction conditions: temperature 80 celsius, time 15 hour. The product is O=C(NC1=C(F)C(F)=C(C(F)=C1F)C(F)(F)F)C(C)(CB2OC(C)(C)C(O2)(C)C)CCC=3C=CC=C(Cl)C3. The yield is 73.0%. Reactants: CC(C)(C)COc1ccc2c(c1)C1(COC(N)=N1)c1cc(Br)ccc1O2, CCCC[Sn](CCCC)(CCCC)c1ccccn1, CS(C)=O, C1COCCO1, c1ccc(P(c2ccccc2)(c2ccccc2)[Pd](P(c2ccccc2)(c2ccccc2)c2ccccc2)(P(c2ccccc2)(c2ccccc2)c2ccccc2)P(c2ccccc2)(c2ccccc2)c2ccccc2)cc1. The product is CC(C)(C)COc1ccc2c(c1)C1(COC(N)=N1)c1cc(-c3ccccn3)ccc1O2. As a reaction SMILES: [Br:1][c:2]1[cH:3][c:4]2[c:5]([cH:6][cH:7]1)[O:8][c:9]1[cH:10][cH:11][c:12]([O:21][CH2:22][C:23]([CH3:24])([CH3:25])[CH3:26])[cH:13][c:14]1[C:15]21[N:16]=[C:17]([NH2:20])[O:18][CH2:19]1.[CH2:27]([Sn:28]([CH2:29][CH2:30][CH2:31][CH3:38])([c:32]1[n:33][cH:34][cH:35][cH:36][cH:37]1)[CH2:39][CH2:40][CH2:41][CH3:42])[CH2:43][CH2:44][CH3:45].[CH3:52][S:53]([CH3:54])=[O:55].[O:46]1[CH2:47][CH2:48][O:49][CH2:50][CH2:51]1.[cH:56]1[cH:57][cH:58][c:59]([P:60]([Pd:61]([P:62]([c:63]2[cH:64][cH:65][cH:66][cH:67][cH:68]2)([c:69]2[cH:70][cH:71][cH:72][cH:73][cH:74]2)[c:75]2[cH:76][cH:77][cH:78][cH:79][cH:80]2)([P:81]([c:82]2[cH:83][cH:84][cH:85][cH:86][cH:87]2)([c:88]2[cH:89][cH:90][cH:91][cH:92][cH:93]2)[c:94]2[cH:95][cH:96][cH:97][cH:98][cH:99]2)[P:100]([c:101]2[cH:102][cH:103][cH:104][cH:105][cH:106]2)([c:107]2[cH:108][cH:109][cH:110][cH:111][cH:112]2)[c:113]2[cH:114][cH:115][cH:116][cH:117][cH:118]2)([c:119]2[cH:120][cH:121][cH:122][cH:123][cH:124]2)[c:125]2[cH:126][cH:127][cH:128][cH:129][cH:130]2)[cH:131][cH:132]1>>[c:2]1(-[c:32]2[n:33][cH:34][cH:35][cH:36][cH:37]2)[cH:3][c:4]2[c:5]([cH:6][cH:7]1)[O:8][c:9]1[cH:10][cH:11][c:12]([O:21][CH2:22][C:23]([CH3:24])([CH3:25])[CH3:26])[cH:13][c:14]1[C:15]21[N:16]=[C:17]([NH2:20])[O:18][CH2:19]1. Reactants: N1(CCOCC1)CC1=C(C(=O)NC2=CC=CC=C2)C(=CC=C1)[N+](=O)[O-] (2-morpholin-4-ylmethyl-6-nitro-N-phenyl-benzamide). The reagents and catalysts are [Pd] (Pd/C). Run in CO (methanol). Product: NC1=C(C(=O)NC2=CC=CC=C2)C(=CC=C1)CN1CCOCC1 (2-amino-6-morpholin-4-ylmethyl-N-phenyl-benzamide). Reaction SMILES: [N:1]1([CH2:7][C:8]2[CH:22]=[CH:21][CH:20]=[C:19]([N+:23]([O-])=O)[C:9]=2[C:10]([NH:12][C:13]2[CH:18]=[CH:17][CH:16]=[CH:15][CH:14]=2)=[O:11])[CH2:6][CH2:5][O:4][CH2:3][CH2:2]1>CO.[Pd]>[NH2:23][C:19]1[CH:20]=[CH:21][CH:22]=[C:8]([CH2:7][N:1]2[CH2:2][CH2:3][O:4][CH2:5][CH2:6]2)[C:9]=1[C:10]([NH:12][C:13]1[CH:18]=[CH:17][CH:16]=[CH:15][CH:14]=1)=[O:11]. Procedure details: A solution of compound 7 (0.3 g) and 10% Pd/C (30 mg) in methanol (35 mL) was stirred under hydrogen (1 atm) for 1.5 h. The mixture was filtered through a bed of CELITE® and the filtrate was concentrated to provide a yellow solid product, intermediate compound 2. ESI-MS m/z=312 (MH+).